This data is from the Open Reaction Database (ORD), a public repository of structured organic reaction records. The task is: describe an organic reaction: reactants, conditions, products, and yield Starting materials: [H][H] (hydrogen), C(C1=CC=CC=C1)O[C@@H]1[C@H]([C@@H]([C@H]([C@@H]([C@H]1OCC1=CC=CC=C1)OCC1=CC=CC=C1)C1=CC(=C(C=C1)Cl)CC1=CC=C(C=C1)CC)O)COCC1=CC=CC=C1 ((1R,2S,3R,4R,5S,6R)-3,4,5-tris(benzyloxy)-2-(benzyloxymethyl)-6-(4-chloro-3-(4-ethylbenzyl)phenyl)cyclohexanol), CO (methanol), ClC1=C(C=CC=C1)Cl (1,2-dichlorobenzene). Reagents/catalysts: [Pd] (palladium on carbon). Solvent: O1CCCC1 (tetrahydrofuran). The product is ClC1=C(C=C(C=C1)[C@H]1[C@@H]([C@H]([C@@H]([C@H]([C@@H]1O)CO)O)O)O)CC1=CC=C(C=C1)CC ((1R,2R,3S,4R,5R,6S)-4-(4-chloro-3-(4-ethylbenzyl)phenyl)-6-(hydroxymethyl)cyclohexane-1,2,3,5-tetraol). RXN SMILES: C([O:8][C@H:9]1[C@H:14]([O:15]CC2C=CC=CC=2)[C@@H:13]([O:23]CC2C=CC=CC=2)[C@H:12]([C:31]2[CH:36]=[CH:35][C:34]([Cl:37])=[C:33]([CH2:38][C:39]3[CH:44]=[CH:43][C:42]([CH2:45][CH3:46])=[CH:41][CH:40]=3)[CH:32]=2)[C@@H:11]([OH:47])[C@@H:10]1[CH2:48][O:49]CC1C=CC=CC=1)C1C=CC=CC=1.CO.ClC1C=CC=CC=1Cl.[H][H]>O1CCCC1.[Pd]>[Cl:37][C:34]1[CH:35]=[CH:36][C:31]([C@@H:12]2[C@@H:11]([OH:47])[C@H:10]([CH2:48][OH:49])[C@@H:9]([OH:8])[C@H:14]([OH:15])[C@H:13]2[OH:23])=[CH:32][C:33]=1[CH2:38][C:39]1[CH:40]=[CH:41][C:42]([CH2:45][CH3:46])=[CH:43][CH:44]=1. Reported procedure: To a solution of (1R,2S,3R,4R,5S,6R)-3,4,5-tris(benzyloxy)-2-(benzyloxymethyl)-6-(4-chloro-3-(4-ethylbenzyl)phenyl)cyclohexanol (60 g, purity of 98%, 0.077 mol, 1 eq) in tetrahydrofuran:methanol (v/v=2:1) (600 mL) was added 1,2-dichlorobenzene (21.5 g, 16.54 mL, 0.82 mol, 2 eq), palladium on carbon (10%, 4.8 g) and was stirred for 4 h under an atmospheric pressure of hydrogen at room temperature (about 25° C.). The mixture was filtered and the filtrate was evaporated to dryness to give a yellow ...